From a dataset of the Open Reaction Database (ORD), a public repository of structured organic reaction records. describe an organic reaction: reactants, conditions, products, and yield Reactants: Brc1cccc2[nH]ccc12, C1CCOC1, CCOC(C)=O, [Na+], [OH-], [Pd], OB(O)c1cccc(-c2ccccc2)c1. Yields the product c1ccc(-c2cccc(-c3cccc4[nH]ccc34)c2)cc1. RXN SMILES: [Br:1][c:2]1[c:3]2[cH:4][cH:5][nH:6][c:7]2[cH:8][cH:9][cH:10]1.[CH2:28]1[O:29][CH2:30][CH2:31][CH2:32]1.[CH3:34][CH2:35][O:36][C:37](=[O:38])[CH3:39].[Na+:27].[OH-:26].[Pd:33].[c:11]1(-[c:20]2[cH:21][cH:22][cH:23][cH:24][cH:25]2)[cH:12][c:13]([B:17]([OH:18])[OH:19])[cH:14][cH:15][cH:16]1>>[c:2]1(-[c:13]2[cH:12][c:11](-[c:20]3[cH:21][cH:22][cH:23][cH:24][cH:25]3)[cH:16][cH:15][cH:14]2)[c:3]2[cH:4][cH:5][nH:6][c:7]2[cH:8][cH:9][cH:10]1. Reactants: N1=CC(=CC=C1)C(C)=O (1-Pyridin-3-yl-ethanone), COC(C1=CC=C(C=C1)C1(CCOCC1)C=1SC=C(N1)C=1C=NC=CC1)=O (4-[4-(4-pyridin-3-yl-thiazol-2-yl)-tetrahydro-pyran-4-yl]-benzoic acid methyl ester), BrBr (Br2), BrCC(=O)C=1C=NC=CC1 (2-Bromo-1-pyridin-3-yl-ethanone), COC(C1=CC=C(C=C1)C1(CCOCC1)C(N)=S)=O (4-(4-thiocarbamoyl-tetrahydro-pyran-4-yl)-benzoic acid methyl ester), 4-[4-(4-Pyridin-3-yl-thiazol-2-yl)-tetrahydro-pyran-4-yl]-benzoic acid HATU, C(C)(C)(C)OC(NC1=C(C=C(C=C1)C=1SC=CC1)N)=O ((2-amino-4-thiophen-2-yl-phenyl)-carbamic acid tert-butyl ester), CCN(C(C)C)C(C)C (DIPEA), [OH-].[Na+] (NaOH). Solvent: CC(=O)O (AcOH), Br (HBr), CO (MeOH), C(Cl)(Cl)Cl (CHCl3), CO (MeOH), CN(C)C=O (DMF). Reaction conditions: temperature 85 celsius, time 20 minute. Yields the product NC1=C(C=C(C=C1)C=1SC=CC1)NC(C1=CC=C(C=C1)C1(CCOCC1)C=1SC=C(N1)C=1C=NC=CC1)=O (N-(2-amino-5-(thiophen-2-yl)phenyl)-4-(4-(4-(pyridin-3-yl)thiazol-2-yl)tetrahydropyran-4-yl)benzamide). RXN SMILES: N1C=CC=C(C(=O)C)C=1.BrBr.COC(=O)C1C=CC(C2(C(=S)N)CCOCC2)=CC=1.BrCC(C1C=NC=CC=1)=O.C[O:42][C:43](=O)[C:44]1[CH:49]=[CH:48][C:47]([C:50]2([C:56]3[S:57][CH:58]=[C:59]([C:61]4[CH:62]=[N:63][CH:64]=[CH:65][CH:66]=4)[N:60]=3)[CH2:55][CH2:54][O:53][CH2:52][CH2:51]2)=[CH:46][CH:45]=1.[OH-].[Na+].C(OC(=O)[NH:76][C:77]1[CH:82]=[CH:81][C:80]([C:83]2[S:84][CH:85]=[CH:86][CH:87]=2)=[CH:79][C:78]=1[NH2:88])(C)(C)C.CCN(C(C)C)C(C)C>CC(O)=O.Br.C(Cl)(Cl)Cl.CO.CN(C=O)C>[NH2:76][C:77]1[CH:82]=[CH:81][C:80]([C:83]2[S:84][CH:85]=[CH:86][CH:87]=2)=[CH:79][C:78]=1[NH:88][C:43](=[O:42])[C:44]1[CH:45]=[CH:46][C:47]([C:50]2([C:56]3[S:57][CH:58]=[C:59]([C:61]4[CH:62]=[N:63][CH:64]=[CH:65][CH:66]=4)[N:60]=3)[CH2:55][CH2:54][O:53][CH2:52][CH2:51]2)=[CH:48][CH:49]=1 |f:5.6|. Procedure details: 1-Pyridin-3-yl-ethanone (2 g, 16.52 mmol) was dissolved in a mixture of AcOH (8 mL) and HBr (4 mL). After stirring for 20 minutes, Br2 (1.0 eq) in CHCl3 (3 mL) was added in a period of 5 minutes. When the reaction was completed, the solids were filtered out and washed with water and extracted with EtOAc. The organic phase was dried, evaporated, and used for next step. Compound 4-(4-thiocarbamoyl-tetrahydro-pyran-4-yl)-benzoic acid methyl ester (300 mg, 1.075 mmol) was dissolved in MeOH (7 mL) an... The reactants are NC1=C(C#N)C=CC=C1 (2-aminobenzonitrile), ClC(=O)OC (methyl chloroformate), C1(CCCCC1)[Mg]Cl (cyclohexylmagnesium chloride). The solvent is CCOCC (ether), CCOCC (ether), CCOCC (ether). Run at time 2 hour. Product: C1(CCCCC1)C1=NC(NC2=CC=CC=C12)=O (4-cyclohexylquinazolin-2(1H)-one). Isolated yield 14.0%. Reaction SMILES: [CH:1]1([Mg]Cl)[CH2:6][CH2:5][CH2:4][CH2:3][CH2:2]1.[NH2:9][C:10]1[CH:17]=[CH:16][CH:15]=[CH:14][C:11]=1[C:12]#[N:13].Cl[C:19](OC)=[O:20]>CCOCC>[CH:1]1([C:12]2[C:11]3[C:10](=[CH:17][CH:16]=[CH:15][CH:14]=3)[NH:9][C:19](=[O:20])[N:13]=2)[CH2:6][CH2:5][CH2:4][CH2:3][CH2:2]1. Reported procedure: To a dried round-bottomed flask containing cyclohexylmagnesium chloride (26 mL, 51 mmol) in anhydrous ether (10 mL) was added dropwise a solution of 2-aminobenzonitrile (2.0 g, 17 mmol) in anhydrous ether. The mixture was stirred at rt for 2 h, then cooled to 0° C., and a solution of methyl chloroformate (2.6 mL, 34 mmol) in dry ether (10 mL) was added. The reaction mixture was returned to rt and stirred for 2 d. The reaction was quenched with 1 N hydrochloric acid and stirred for 30 min. The pr... Reactants: C1CNC1, CCCP(=O)(O)O, CC(C)c1nc2cc(NC(=O)c3c(C(=O)O)cnn3C)ccn2n1, CCN(C(C)C)C(C)C, C1CCOC1. Product: CC(C)c1nc2cc(NC(=O)c3c(C(=O)N4CCC4)cnn3C)ccn2n1. As a reaction SMILES: [CH2:25]1[CH2:26][NH:27][CH2:28]1.[CH2:29]([P:30]([OH:31])([OH:32])=[O:33])[CH2:34][CH3:35].[CH:1]([CH3:2])([CH3:3])[c:4]1[n:5][n:6]2[c:7]([cH:8][c:9]([NH:12][C:13](=[O:14])[c:15]3[c:16]([C:21](=[O:22])[OH:23])[cH:17][n:18][n:19]3[CH3:20])[cH:10][cH:11]2)[n:24]1.[CH:36]([N:37]([CH:38]([CH3:39])[CH3:40])[CH2:41][CH3:42])([CH3:43])[CH3:44].[O:45]1[CH2:46][CH2:47][CH2:48][CH2:49]1>>[CH:1]([CH3:2])([CH3:3])[c:4]1[n:5][n:6]2[c:7]([cH:8][c:9]([NH:12][C:13](=[O:14])[c:15]3[c:16]([C:21](=[O:22])[N:27]4[CH2:26][CH2:25][CH2:28]4)[cH:17][n:18][n:19]3[CH3:20])[cH:10][cH:11]2)[n:24]1. The reactants are CC(C)=O, CC(C)(Oc1ccc(C(=O)c2ccc(Cl)cc2)cc1)C(=O)Cl, OCCNCCO. Yields the product CC(C)(Oc1ccc(C(=O)c2ccc(Cl)cc2)cc1)C(=O)N(CCO)CCO. As a reaction SMILES: [CH3:30][C:31](=[O:32])[CH3:33].[Cl:1][c:2]1[cH:3][cH:4][c:5]([C:6](=[O:7])[c:8]2[cH:9][cH:10][c:11]([O:12][C:13]([C:14](=[O:15])[Cl:16])([CH3:17])[CH3:18])[cH:19][cH:20]2)[cH:21][cH:22]1.[OH:23][CH2:24][CH2:25][NH:26][CH2:27][CH2:28][OH:29]>>[Cl:1][c:2]1[cH:3][cH:4][c:5]([C:6](=[O:7])[c:8]2[cH:9][cH:10][c:11]([O:12][C:13]([C:14](=[O:15])[N:26]([CH2:25][CH2:24][OH:23])[CH2:27][CH2:28][OH:29])([CH3:17])[CH3:18])[cH:19][cH:20]2)[cH:21][cH:22]1. The reactants are CN(S(=O)(=O)C1=CC2=C(N(C(=N2)COC2=CC=C(C=C2)C#N)C)C=C1)C1CCN(CC1)C (1-methyl-2-[(4-cyanophenyl)oxymethyl]benzimidazol-5-yl-sulfonic acid-N-methyl-N-(1-methylpiperidin-4-yl)amide), Cl (hydrochloric acid), C([O-])([O-])=O.[NH4+].[NH4+] (ammonium carbonate), C23H30N6O3S. Yields the product Cl.CN(S(=O)(=O)C1=CC2=C(N(C(=N2)COC2=CC=C(C=C2)C(N)=N)C)C=C1)C1CCN(CC1)C (1-Methyl-2-[(4-amidinophenyl)oxymethyl]benzimidazol-5-yl-sulfonic acid-N-methyl-N-(1-methylpiperidin-4-yl)amide hydrochloride). RXN SMILES: [CH3:1][N:2]([CH:26]1[CH2:31][CH2:30][N:29]([CH3:32])[CH2:28][CH2:27]1)[S:3]([C:6]1[CH:25]=[CH:24][C:9]2[N:10]([CH3:23])[C:11]([CH2:13][O:14][C:15]3[CH:20]=[CH:19][C:18]([C:21]#[N:22])=[CH:17][CH:16]=3)=[N:12][C:8]=2[CH:7]=1)(=[O:5])=[O:4].[ClH:33].C(=O)([O-])[O-].[NH4+:38].[NH4+]>>[ClH:33].[CH3:1][N:2]([CH:26]1[CH2:27][CH2:28][N:29]([CH3:32])[CH2:30][CH2:31]1)[S:3]([C:6]1[CH:25]=[CH:24][C:9]2[N:10]([CH3:23])[C:11]([CH2:13][O:14][C:15]3[CH:16]=[CH:17][C:18]([C:21](=[NH:38])[NH2:22])=[CH:19][CH:20]=3)=[N:12][C:8]=2[CH:7]=1)(=[O:4])=[O:5] |f:2.3.4,5.6|. Reported procedure: Prepared analogously to Example 25d from 400 mg of 1-methyl-2-[(4-cyanophenyl)oxymethyl]benzimidazol-5-yl-sulfonic acid-N-methyl-N-(1-methylpiperidin-4-yl)amide with ethanolic hydrochloric acid and ammonium carbonate. Yield: 370 mg (83% of theory), C23H30N6O3S (470.6); EKA mass spectrum: (M+H)+=471; (M+2H)++=236. The reactants are O.NN (Hydrazine hydrate), C1(C=2C(C(N1C(=O)N)=O)=CC=CC2)=O (phthalimido carboxamide), O=C1N(C(C2=CC=CC=C12)=O)CCC=1NC2=CC=C(C=C2C1)C(=O)N (2-[2-[1,3-Dihydro-1,3-dioxo-2H-isoindol-2-yl]ethyl]-1H-indole-5-carboxamide), CN1CC(=O)N=C1N.S(=O)(=O)([O-])[O-] (creatinine sulphate). RXN SMILES: O.NN.C1(=O)[N:8](C(N)=O)[C:7](=O)[C:6]2=CC=CC=C12.O=C1C2C(=CC=CC=2)C(=O)N1CC[C:31]1[NH:32][C:33]2[C:38]([CH:39]=1)=[CH:37][C:36]([C:40]([NH2:42])=[O:41])=[CH:35][CH:34]=2.CN1C(N)=NC(=O)C1.S([O-])([O-])(=O)=O>C(O)C.O>[NH2:8][CH2:7][CH2:6][C:39]1[C:38]2[C:33](=[CH:34][CH:35]=[C:36]([C:40]([NH2:42])=[O:41])[CH:37]=2)[NH:32][CH:31]=1 |f:0.1,4.5|. Procedure: Hydrazine hydrate (30 ml) was added to the crude phthalimido carboxamide prepared in (ii) above (1.5 g) in ethanol (60 ml). The mixture was refluxed for 2.5 hours and cooled. The solvent was evaporated off and the residue stirred with 2 N sodium carbonate solution (60 ml) and the resulting solution was evaporated to dryness. The residue was extracted with ethanol and the combined extracts were evaporated to give a yellow solid that was dissolved in hot ethanol (45 ml) and treated with a solution... The product is NCCC1=CNC2=CC=C(C=C12)C(=O)N (3-(2-Aminoethyl)-1H-indole-5-carboxamide). The solvent is C(C)O (ethanol), C(C)O (ethanol), O (water), C(C)O (ethanol), C(C)O (ethanol). Reactants: ClC1=C(C(=O)OCC)C=C(C(=C1)F)N1C(=NC(=CC1=O)C(F)(F)F)Cl (ethyl 2-chloro-5-[2-chloro-6-oxo-4-trifluoromethyl-1(6H)-pyrimidinyl]-4-fluorobenzoate), CC[O-].[Na+] (sodium ethylate). The solvent is C(C)O (ethanol). Yields the product C(C)OC=1N(C(C=C(N1)C(F)(F)F)=O)C=1C(=CC(=C(C(=O)OCC)C1)Cl)F (ethyl 5-[2-ethoxy-6-oxo-4-trifluoromethyl-1(6H)-pyrimidinyl]-2-chloro-4-fluorobenzoate). RXN SMILES: [Cl:1][C:2]1[CH:12]=[C:11]([F:13])[C:10]([N:14]2[C:19](=[O:20])[CH:18]=[C:17]([C:21]([F:24])([F:23])[F:22])[N:16]=[C:15]2Cl)=[CH:9][C:3]=1[C:4]([O:6][CH2:7][CH3:8])=[O:5].[CH3:26][CH2:27][O-:28].[Na+]>C(O)C>[CH2:27]([O:28][C:15]1[N:14]([C:10]2[C:11]([F:13])=[CH:12][C:2]([Cl:1])=[C:3]([CH:9]=2)[C:4]([O:6][CH2:7][CH3:8])=[O:5])[C:19](=[O:20])[CH:18]=[C:17]([C:21]([F:24])([F:23])[F:22])[N:16]=1)[CH3:26] |f:1.2|. Procedure details: using ethyl 2-chloro-5-[2-chloro-6-oxo-4-trifluoromethyl-1(6H)-pyrimidinyl]-4-fluorobenzoate and sodium ethylate in ethanol there is obtained ethyl 5-[2-ethoxy-6-oxo-4-trifluoromethyl-1(6H)-pyrimidinyl]-2-chloro-4-fluorobenzoate, m.p. 94°-96° C.; Starting materials: Nitro, C(Cl)Cl.CCOC(=O)C (DCM EtOAc), [N+](=O)([O-])C1=C(C=CC=C1)C=CC1=CC=C(C=C1)C=1SC2=C(N1)C=CC(=C2)C (2-{4-[2-(2-nitrophenyl)-vinyl]-phenyl}-6-methylbenzothiazole), O.O.[Sn](Cl)Cl (tin (II) chloride dihydrate). Solvent: CCO (EtOH). The product is NC1=C(C=CC=C1)C=CC1=CC=C(C=C1)C=1SC2=C(N1)C=CC(=C2)C (2-{4-[2-(2-Aminophenyl)-vinyl]-phenyl}-6-methylbenzothiazole). Yield: 39.2%. Reaction SMILES: [N+:1]([C:4]1[CH:9]=[CH:8][CH:7]=[CH:6][C:5]=1[CH:10]=[CH:11][C:12]1[CH:17]=[CH:16][C:15]([C:18]2[S:19][C:20]3[CH:26]=[C:25]([CH3:27])[CH:24]=[CH:23][C:21]=3[N:22]=2)=[CH:14][CH:13]=1)([O-])=O.O.O.[Sn](Cl)Cl.C(Cl)Cl.CCOC(C)=O>CCO>[NH2:1][C:4]1[CH:9]=[CH:8][CH:7]=[CH:6][C:5]=1[CH:10]=[CH:11][C:12]1[CH:13]=[CH:14][C:15]([C:18]2[S:19][C:20]3[CH:26]=[C:25]([CH3:27])[CH:24]=[CH:23][C:21]=3[N:22]=2)=[CH:16][CH:17]=1 |f:1.2.3,4.5|. Procedure details: Prepared as described in the Nitro Reduction section using 2-{4-[2-(2-nitrophenyl)-vinyl]-phenyl}-6-methylbenzothiazole (0.10 g, 0.268 mmol) and tin (II) chloride dihydrate (0.48 g, 2.15 mmol) in EtOH (3 ml) to give the title compound (0.036 g, 39%) as a yellow solid after work-up and flash chromatography (20:1 DCM/EtOAc). Reactants: CCOC(=O)CN(C(=O)OC(C)(C)C)C(Cc1ccc(OC)cc1)C(=O)N1CCCC1C(=O)OCc1ccccc1, CO. The product is CCOC(=O)CN(C(=O)OC(C)(C)C)C(Cc1ccc(OC)cc1)C(=O)N1CCCC1C(=O)O. Reaction SMILES: [CH2:1]([CH3:2])[O:3][C:4]([CH2:5][N:6]([C:7](=[O:8])[O:9][C:10]([CH3:11])([CH3:12])[CH3:13])[CH:14]([C:15](=[O:16])[N:17]1[CH:18]([C:22](=[O:23])[O:24][CH2:25][c:26]2[cH:27][cH:28][cH:29][cH:30][cH:31]2)[CH2:19][CH2:20][CH2:21]1)[CH2:32][c:33]1[cH:34][cH:35][c:36]([O:39][CH3:40])[cH:37][cH:38]1)=[O:41].[CH3:42][OH:43]>>[CH2:1]([CH3:2])[O:3][C:4]([CH2:5][N:6]([C:7](=[O:8])[O:9][C:10]([CH3:11])([CH3:12])[CH3:13])[CH:14]([C:15](=[O:16])[N:17]1[CH:18]([C:22](=[O:23])[OH:24])[CH2:19][CH2:20][CH2:21]1)[CH2:32][c:33]1[cH:34][cH:35][c:36]([O:39][CH3:40])[cH:37][cH:38]1)=[O:41].